From a dataset of the Open Reaction Database (ORD), a public repository of structured organic reaction records. describe an organic reaction: reactants, conditions, products, and yield The reactants are BrC1=CC=C(C=N1)C(=O)N1CCN(CC1)C1=NC=C(C=C1C)C1CC1 ((6-bromopyridin-3-yl)[4-(5-cyclopropyl-3-methylpyridin-2-yl)piperazin-1-yl]methanone), CN1C(NCC1=O)=O (3-methylimidazolidine-2,4-dione). Product: C1(CC1)C=1C=C(C(=NC1)N1CCN(CC1)C(=O)C=1C=CC(=NC1)N1C(N(C(C1)=O)C)=O)C (1-{5-[4-(5-cyclopropyl-3-methylpyridin-2-yl)piperazine-1-carbonyl]pyridin-2-yl}-3-methylimidazolidine-2,4-dione). Isolated yield 31.6%. As a reaction SMILES: Br[C:2]1[N:7]=[CH:6][C:5]([C:8]([N:10]2[CH2:15][CH2:14][N:13]([C:16]3[C:21]([CH3:22])=[CH:20][C:19]([CH:23]4[CH2:25][CH2:24]4)=[CH:18][N:17]=3)[CH2:12][CH2:11]2)=[O:9])=[CH:4][CH:3]=1.[CH3:26][N:27]1[C:31](=[O:32])[CH2:30][NH:29][C:28]1=[O:33]>>[CH:23]1([C:19]2[CH:20]=[C:21]([CH3:22])[C:16]([N:13]3[CH2:14][CH2:15][N:10]([C:8]([C:5]4[CH:4]=[CH:3][C:2]([N:29]5[CH2:30][C:31](=[O:32])[N:27]([CH3:26])[C:28]5=[O:33])=[N:7][CH:6]=4)=[O:9])[CH2:11][CH2:12]3)=[N:17][CH:18]=2)[CH2:25][CH2:24]1. Procedure details: Using (6-bromopyridin-3-yl)[4-(5-cyclopropyl-3-methylpyridin-2-yl)piperazin-1-yl]methanone (161 mg) described in Preparation Example 144 and 3-methylimidazolidine-2,4-dione (68 mg) described in Preparation Example 214 and by the reaction and treatment in the same manner as in Example 536, the title compound (55 mg) was obtained. Reactants: NC1=C(C(=O)O)C=CC=C1Br (2-amino-3-bromobenzoic acid), N(=C=S)C1=NC=CC=C1 (2-isothiocyanatopyridine), TEA. Run in CCO (EtOH). Product: BrC=1C=CC=C2C(N(C(NC12)=S)C1=NC=CC=C1)=O (8-bromo-3-(pyridin-2-yl)-2-thioxo-2,3-dihydroquinazolin-4(1H)-one). The yield is 28.5%. RXN SMILES: [NH2:1][C:2]1[C:10]([Br:11])=[CH:9][CH:8]=[CH:7][C:3]=1[C:4]([OH:6])=O.[N:12]([C:15]1[CH:20]=[CH:19][CH:18]=[CH:17][N:16]=1)=[C:13]=[S:14]>CCO>[Br:11][C:10]1[CH:9]=[CH:8][CH:7]=[C:3]2[C:2]=1[NH:1][C:13](=[S:14])[N:12]([C:15]1[CH:20]=[CH:19][CH:18]=[CH:17][N:16]=1)[C:4]2=[O:6]. Procedure details: A mixture of 2-amino-3-bromobenzoic acid (705 mg, 3.26 mmol, Sigma Aldrich) and 2-isothiocyanatopyridine (800 mg, 5.87 mmol, 415a) in EtOH (19.6 mL) was set stirring at RT, and TEA (0.68 mL, 4.90 mmol) was added dropwise. It was sealed and heated to 100° C. for 16 h. The mixture was concentrated under reduced pressure to a residue that was taken up in DCM. Silica was added, and the crude reaction was adsorbed. It was purified on 24 g SiO2 (eluent: 0-100% EtOAc/hexanes over 30 min, RediSep Gold)....